From a dataset of the Open Reaction Database (ORD), a public repository of structured organic reaction records. describe an organic reaction: reactants, conditions, products, and yield The reactants are COc1cc(C(C)=O)ccc1OCCCCl, O=C([O-])O, CN(C)C=O, OC(c1ccc(F)cc1)(c1ccc(F)cc1)C1CCNCC1, [Na+]. Yields the product COc1cc(C(C)=O)ccc1OCCCN1CCC(C(O)(c2ccc(F)cc2)c2ccc(F)cc2)CC1. As a reaction SMILES: [C:23]([CH3:24])(=[O:25])[c:26]1[cH:27][c:28]([O:37][CH3:38])[c:29]([O:30][CH2:31][CH2:32][CH2:33][Cl:34])[cH:35][cH:36]1.[C:39](=[O:40])([OH:41])[O-:42].[CH3:44][N:45]([CH3:46])[CH:47]=[O:48].[F:1][c:2]1[cH:3][cH:4][c:5]([C:8]([OH:9])([CH:10]2[CH2:11][CH2:12][NH:13][CH2:14][CH2:15]2)[c:16]2[cH:17][cH:18][c:19]([F:22])[cH:20][cH:21]2)[cH:6][cH:7]1.[Na+:43]>>[F:1][c:2]1[cH:3][cH:4][c:5]([C:8]([OH:9])([CH:10]2[CH2:11][CH2:12][N:13]([CH2:33][CH2:32][CH2:31][O:30][c:29]3[c:28]([O:37][CH3:38])[cH:27][c:26]([C:23]([CH3:24])=[O:25])[cH:36][cH:35]3)[CH2:14][CH2:15]2)[c:16]2[cH:17][cH:18][c:19]([F:22])[cH:20][cH:21]2)[cH:6][cH:7]1. Starting materials: C(C)(C)(C)C1=NN(/C(/S1)=N/C(OC(C)(C)C)=O)C[C@@H]1OCCC1 (tert-butyl (2Z)-5-tert-butyl-3-[(2R)-tetrahydrofuran-2-ylmethyl]-1,3,4-thiadiazol-2(3H)-ylidenecarbamate), FC(C(=O)O)(F)F (2,2,2-trifluoroacetic acid). Yields the product C(C)(C)(C)C1=NN(C(S1)=N)C[C@@H]1OCCC1 ((R)-5-tert-butyl-3-((tetrahydrofuran-2-yl)methyl)-1,3,4-thiadiazol-2(3H)-imine). RXN SMILES: [C:1]([C:5]1[S:9]/[C:8](=[N:10]\C(=O)OC(C)(C)C)/[N:7]([CH2:18][C@H:19]2[CH2:23][CH2:22][CH2:21][O:20]2)[N:6]=1)([CH3:4])([CH3:3])[CH3:2].FC(F)(F)C(O)=O>>[C:1]([C:5]1[S:9][C:8](=[NH:10])[N:7]([CH2:18][C@H:19]2[CH2:23][CH2:22][CH2:21][O:20]2)[N:6]=1)([CH3:4])([CH3:2])[CH3:3]. Reported procedure: A mixture of Example 69B (7.50 g, 22.0 mmol) and 2,2,2-trifluoroacetic acid (13.5 mL, 176 mmol) was stirred at 22° C. for 8 hours. The volatiles were removed under reduced pressure and the residue was diluted with dichloromethane and washed with saturated aqueous NaHCO3. The organic extract was dried over Na2SO4 and concentrated to give the title compound. MS (ESI+) m/z 242 (M+H)+. Reactants: C(C)(C)(C)OC(NC(CC)C(O)C=1OC(=NN1)C1CC1)=O ({1-[(5-cyclopropyl-[1,3,4]oxadiazol-2-yl)-hydroxy-methyl]-propyl}-carbamic acid tert-butyl ester), FC(C(=O)O)(F)F (trifluoro acetic acid). Run in ClCCl (dichloromethane). Run at time 2 hour. The product is FC(C(=O)O)(F)F.NC([C@H](O)C=1OC(=NN1)C1CC1)CC ((S)-2-amino-1-(5-cyclopropyl-1,3,4-oxadiazol-2-yl)-butan-1-ol: compound with trifluoro-acetic acid). RXN SMILES: C(OC(=O)[NH:7][CH:8]([CH:11]([C:13]1[O:14][C:15]([CH:18]2[CH2:20][CH2:19]2)=[N:16][N:17]=1)[OH:12])[CH2:9][CH3:10])(C)(C)C.[F:22][C:23]([F:28])([F:27])[C:24]([OH:26])=[O:25]>ClCCl>[F:22][C:23]([F:28])([F:27])[C:24]([OH:26])=[O:25].[NH2:7][CH:8]([CH2:9][CH3:10])[C@@H:11]([C:13]1[O:14][C:15]([CH:18]2[CH2:20][CH2:19]2)=[N:16][N:17]=1)[OH:12] |f:3.4|. Procedure: A mixture of {1-[(5-cyclopropyl-[1,3,4]oxadiazol-2-yl)-hydroxy-methyl]-propyl}-carbamic acid tert-butyl ester (2.83 g, 9.95 mmol), trifluoro acetic acid (5 mL) in dichloromethane (20 mL) is stirred at room temperature for 2 hrs and concentrated to dryness under reduced pressure to give (S)-2-amino-1-(5-cyclopropyl-1,3,4-oxadiazol-2-yl)-butan-1-ol: compound with trifluoro-acetic acid. The reactants are N1=CC=CC2=CC=CC(=C12)O (8-Quinolinol), C1, [Ti](Cl)(Cl)(Cl)Cl (Titanium tetrachloride), N1=C(C=CC2=CC=CC=C12)O (quinolinol). Run in CCCCCCC (Heptane). Conditions: time 10 minute. Product: [Cl-].[Cl-].[Cl-].N1=CC=CC2=CC=CC(=C12)O[Ti+3] (8-Quinolinoxytitanium Trichloride). As a reaction SMILES: [N:1]1[C:10]2[C:5](=[CH:6][CH:7]=[CH:8][C:9]=2[OH:11])[CH:4]=[CH:3][CH:2]=1.[Ti:12](Cl)(Cl)(Cl)[Cl:13].N1C2C(=CC=CC=2)C=CC=1O>CCCCCCC>[Cl-:13].[Cl-:13].[Cl-:13].[N:1]1[C:10]2[C:5](=[CH:6][CH:7]=[CH:8][C:9]=2[O:11][Ti+3:12])[CH:4]=[CH:3][CH:2]=1 |f:4.5.6.7|. Reported procedure: The reaction is performed under an atmosphere of dry nitrogen. 8-Quinolinol powder (1.45 g, 10.0 mmol) is added to a flask and is stirred at room temperature for 10 min. Heptane (100 mL) is added, and the mixture is stirred at 40° C. for 30 min. The stirring rate is adjusted to prevent solids from depositing on the walls of the flask. Titanium tetrachloride (10 mL of 1.0 M solution in heptane) is added dropwise to the quinolinol, and the reaction mixture is stirred at room temperature for 20 h a... Starting materials: CCN(C(C)C)C(C)C, O=C(Cl)Oc1ccccc1, ClCCl, FC(F)(F)c1ccc(C2NCCc3ccccc32)cc1. Yields the product O=C(Oc1ccccc1)N1CCc2ccccc2C1c1ccc(C(F)(F)F)cc1. Reaction SMILES: [CH:21]([N:22]([CH2:23][CH3:24])[CH:25]([CH3:26])[CH3:27])([CH3:28])[CH3:29].[Cl:30][C:31](=[O:32])[O:33][c:34]1[cH:35][cH:36][cH:37][cH:38][cH:39]1.[Cl:40][CH2:41][Cl:42].[F:1][C:2]([c:3]1[cH:4][cH:5][c:6]([CH:9]2[NH:10][CH2:11][CH2:12][c:13]3[cH:14][cH:15][cH:16][cH:17][c:18]32)[cH:7][cH:8]1)([F:19])[F:20]>>[F:1][C:2]([c:3]1[cH:4][cH:5][c:6]([CH:9]2[N:10]([C:31](=[O:32])[O:33][c:34]3[cH:35][cH:36][cH:37][cH:38][cH:39]3)[CH2:11][CH2:12][c:13]3[cH:14][cH:15][cH:16][cH:17][c:18]32)[cH:7][cH:8]1)([F:19])[F:20]. Starting materials: ClC1=C(C=CC=C1)C=1C=CC=C2CC[C@@H](OC12)CN=[N+]=[N-] ({[(2R)-8-(2-chlorophenyl)-3,4-dihydro-2H-chromen-2-yl]methyl}azide), C1(=CC=CC=C1)P(C1=CC=CC=C1)C1=CC=CC=C1 (triphenylphosphine). Solvent: O1CCCC1 (tetrahydrofuran), O (water). Run at time 3 day. Yields the product ClC1=C(C=CC=C1)C=1C=CC=C2CC[C@@H](OC12)CN ({[(2R)-8-(2-chlorophenyl)-3,4-dihydro-2H-chromen-2-yl]methyl}amine). Reaction SMILES: [Cl:1][C:2]1[CH:7]=[CH:6][CH:5]=[CH:4][C:3]=1[C:8]1[CH:9]=[CH:10][CH:11]=[C:12]2[C:17]=1[O:16][C@@H:15]([CH2:18][N:19]=[N+]=[N-])[CH2:14][CH2:13]2.C1(P(C2C=CC=CC=2)C2C=CC=CC=2)C=CC=CC=1>O1CCCC1.O>[Cl:1][C:2]1[CH:7]=[CH:6][CH:5]=[CH:4][C:3]=1[C:8]1[CH:9]=[CH:10][CH:11]=[C:12]2[C:17]=1[O:16][C@@H:15]([CH2:18][NH2:19])[CH2:14][CH2:13]2. Procedure: To a solution of {[(2R)-8-(2-chlorophenyl)-3,4-dihydro-2H-chromen-2-yl]methyl}azide (0.14 g, 0.47 mmol) in tetrahydrofuran (7.8 mL) and water (0.8 mL) was added polymer-bound triphenylphosphine (˜3 mmol/g, 0.36 g, 1.08 mmol) and the mixture gently shaken for 3 days. The brown suspension was then filtered through celite, the filter cake washed with diethyl ether (10 mL) and the combined filtrates dried over magnesium sulfate, filtered and concentrated under reduced pressure to afford a yellow oil... The reactants are CSCCC(C(=O)NC(CC1=CC=C(OC2=CC=C(CC3C(NC(S3)=O)=O)C=C2)C=C1)C(=O)OC)NC(=O)OC(C)(C)C (5-[4-(4-(2-(4-methylthio-2-t-butoxycarbonylaminobutyramido)-2-methoxycarbonylethyl)phenoxy)benzyl]thiazolidin-2,4-dione), Cl (HCl). Run in ClCCl (dichloromethane). Product: Cl.CSCCC(C(=O)NC(CC1=CC=C(OC2=CC=C(CC3C(NC(S3)=O)=O)C=C2)C=C1)C(=O)OC)N (5-[4-(4-(2-(4-Methylthio-2-aminobutyramido)-2-methoxycarbonylethyl)phenoxy) benzyl]thiazolidin-2,4-dione hydrochloride). The yield is 89.2%. As a reaction SMILES: [CH3:1][S:2][CH2:3][CH2:4][CH:5]([NH:36]C(OC(C)(C)C)=O)[C:6]([NH:8][CH:9]([C:32]([O:34][CH3:35])=[O:33])[CH2:10][C:11]1[CH:31]=[CH:30][C:14]([O:15][C:16]2[CH:29]=[CH:28][C:19]([CH2:20][CH:21]3[S:25][C:24](=[O:26])[NH:23][C:22]3=[O:27])=[CH:18][CH:17]=2)=[CH:13][CH:12]=1)=[O:7].[ClH:44]>ClCCl>[ClH:44].[CH3:1][S:2][CH2:3][CH2:4][CH:5]([NH2:36])[C:6]([NH:8][CH:9]([C:32]([O:34][CH3:35])=[O:33])[CH2:10][C:11]1[CH:12]=[CH:13][C:14]([O:15][C:16]2[CH:29]=[CH:28][C:19]([CH2:20][CH:21]3[S:25][C:24](=[O:26])[NH:23][C:22]3=[O:27])=[CH:18][CH:17]=2)=[CH:30][CH:31]=1)=[O:7] |f:3.4|. Procedure details: A solution of 5-[4-(4-(2-(4-methylthio-2-t-butoxycarbonylaminobutyramido)-2-methoxycarbonylethyl)phenoxy)benzyl]thiazolidin-2,4-dione (1 g, 1.58 mmol) in dichloromethane (30 ml) was bubbled with HCl gas at 20° C. for 30 minutes. The excess HCl gas was removed by N2 bubbling and the solvent was removed by distillation to furnish the title compound (0.8 g, yield 89.2%). The reactants are CC1(C)OB(c2ccc(CBr)cc2)OC1(C)C, CN1CCNCC1, ClCCl. Yields the product CN1CCN(Cc2ccc(B3OC(C)(C)C(C)(C)O3)cc2)CC1. RXN SMILES: [Br:1][CH2:2][c:3]1[cH:4][cH:5][c:6]([B:9]2[O:10][C:11]([CH3:16])([CH3:17])[C:12]([CH3:14])([CH3:15])[O:13]2)[cH:7][cH:8]1.[CH3:18][N:19]1[CH2:20][CH2:21][NH:22][CH2:23][CH2:24]1.[Cl:25][CH2:26][Cl:27]>>[CH2:2]([c:3]1[cH:4][cH:5][c:6]([B:9]2[O:10][C:11]([CH3:16])([CH3:17])[C:12]([CH3:14])([CH3:15])[O:13]2)[cH:7][cH:8]1)[N:22]1[CH2:21][CH2:20][N:19]([CH3:18])[CH2:24][CH2:23]1.